Dataset: the Open Reaction Database (ORD), a public repository of structured organic reaction records. Task: describe an organic reaction: reactants, conditions, products, and yield Starting materials: [Sn](Cl)Cl (tin (II) chloride), BrC1=CC=C(C=C1)C1=CC=NC2=C(C=CC=C12)[N+](=O)[O-] (4-(4-Bromophenyl)-8-nitroquinoline), [OH-].[Na+] (NaOH). Solvent: C(C)O (ethanol). Yields the product BrC1=CC=C(C=C1)C1=CC=NC2=C(C=CC=C12)N (4-(4-bromophenyl)quinolin-8-yl amine). The yield is 77.8%. As a reaction SMILES: [Br:1][C:2]1[CH:7]=[CH:6][C:5]([C:8]2[C:17]3[C:12](=[C:13]([N+:18]([O-])=O)[CH:14]=[CH:15][CH:16]=3)[N:11]=[CH:10][CH:9]=2)=[CH:4][CH:3]=1.[Sn](Cl)Cl.[OH-].[Na+]>C(O)C>[Br:1][C:2]1[CH:3]=[CH:4][C:5]([C:8]2[C:17]3[C:12](=[C:13]([NH2:18])[CH:14]=[CH:15][CH:16]=3)[N:11]=[CH:10][CH:9]=2)=[CH:6][CH:7]=1 |f:2.3|. Procedure: 4-(4-Bromophenyl)-8-nitroquinoline (30 g, 91.1 mmol) was added to absolute ethanol (120 mL) and purged with nitrogen. To this was added tin (II) chloride (190 mmol) and the reaction mixture refluxed for 4 hours. The pH was adjusted to 12 with aqueous NaOH and the organics were extracted using methylene chloride. The organics were then purified on basic alumina (methylene chloride/methanol 99:1) to yield 21.2 g of 4-(4-bromophenyl)quinolin-8-yl amine. Starting materials: COC(CC1=CC=C(C=C1)C#C[Si](C)(C)C)=O (4-(2-trimethylsilylethinyl)-phenylacetic acid methyl ester), solution, [F-].C(CCC)[N+](CCCC)(CCCC)CCCC (tetrabutylammonium fluoride). Solvent: O1CCCC1 (tetrahydrofuran), O1CCCC1 (tetrahydrofuran). Reaction conditions: temperature 0 celsius, time 2 hour. Product: COC(CC1=CC=C(C=C1)C#C)=O (4-ethinylphenylacetic acid methyl ester). Yield: 79.2%. Reaction SMILES: [CH3:1][O:2][C:3](=[O:17])[CH2:4][C:5]1[CH:10]=[CH:9][C:8]([C:11]#[C:12][Si](C)(C)C)=[CH:7][CH:6]=1.[F-].C([N+](CCCC)(CCCC)CCCC)CCC>O1CCCC1>[CH3:1][O:2][C:3](=[O:17])[CH2:4][C:5]1[CH:6]=[CH:7][C:8]([C:11]#[CH:12])=[CH:9][CH:10]=1 |f:1.2|. Procedure details: A solution of 10 g of 4-(2-trimethylsilylethinyl)-phenylacetic acid methyl ester in 950 ml of tetrahydrofuran is mixed at 0° C. with 45 ml of a 1-molar solution of tetrabutylammonium fluoride in tetrahydrofuran. The reaction mixture is stirred for 15 minutes at 0° C. and for 2 hours at room temperature and then concentrated by evaporation. The residue is spread between water and ethyl acetate, the organic phase is dried on sodium sulfate, concentrated by evaporation and the residue is chromatogr... The reactants are CC1C=CC2=CC(C(C)(C)C)CC(O)C2C1(CCC1CC(C(C)(C)C)C(O[SiH](C)C)C(=O)O1)O[SiH](C)C, CCC(Oc1ccccc1OC)C(=O)O. Yields the product CCC(Oc1ccccc1OC)C(=O)OC1CC(C(C)(C)C)C=C2C=CC(C)C(CCC3CC(C(C)(C)C)C(O[SiH](C)C)C(=O)O3)(O[SiH](C)C)C21. Reaction SMILES: [C:16]([CH3:17])([CH3:18])([CH3:19])[CH:20]1[CH:21]=[C:22]2[CH:23]=[CH:24][CH:25]([CH3:52])[C:26]([CH2:31][CH2:32][CH:33]3[CH2:34][CH:35]([C:44]([CH3:45])([CH3:46])[CH3:47])[CH:36]([O:40][SiH:41]([CH3:42])[CH3:43])[C:37](=[O:39])[O:38]3)([O:48][SiH:49]([CH3:50])[CH3:51])[CH:27]2[CH:28]([OH:30])[CH2:29]1.[CH3:1][O:2][c:3]1[c:4]([O:5][CH:6]([C:7](=[O:8])[OH:9])[CH2:10][CH3:11])[cH:12][cH:13][cH:14][cH:15]1>>[CH3:1][O:2][c:3]1[c:4]([O:5][CH:6]([C:7]([O:8][CH:28]2[CH:27]3[C:22](=[CH:21][CH:20]([C:16]([CH3:17])([CH3:18])[CH3:19])[CH2:29]2)[CH:23]=[CH:24][CH:25]([CH3:52])[C:26]3([CH2:31][CH2:32][CH:33]2[CH2:34][CH:35]([C:44]([CH3:45])([CH3:46])[CH3:47])[CH:36]([O:40][SiH:41]([CH3:42])[CH3:43])[C:37](=[O:39])[O:38]2)[O:48][SiH:49]([CH3:50])[CH3:51])=[O:9])[CH2:10][CH3:11])[cH:12][cH:13][cH:14][cH:15]1.